Dataset: the Open Reaction Database (ORD), a public repository of structured organic reaction records. Task: describe an organic reaction: reactants, conditions, products, and yield Starting materials: CO (methanol), C(=O)C(C#N)CCCCC (2-Formylheptanonitrile), C(C)(=O)[O-].[Na+] (sodium acetate), Cl.NCC#N (aminoacetonitrile hydrochloride). Run in CO.O (methanol water), C(C)(=O)OCC.CCCCCC (ethyl acetate hexane). The product is C(#N)CNC=C(C#N)CCCCC (2-[(Cyanomethyl)aminomethylene]heptanonitrile). RXN SMILES: [CH:1]([CH:3]([CH2:6][CH2:7][CH2:8][CH2:9][CH3:10])[C:4]#[N:5])=O.C([O-])(=O)C.[Na+].Cl.[NH2:17][CH2:18][C:19]#[N:20].CO>CO.O.C(OCC)(=O)C.CCCCCC>[C:18]([CH2:19][NH:20][CH:1]=[C:3]([CH2:6][CH2:7][CH2:8][CH2:9][CH3:10])[C:4]#[N:5])#[N:17] |f:1.2,3.4,6.7,8.9|. Procedure details: 2-Formylheptanonitrile (10.7 g), sodium acetate (7.9 g) and aminoacetonitrile hydrochloride (8.9 g) were mixed together in 200 ml of methanol: water (8:2). After stirring for 2 hours at ambient temperature the methanol was removed under aspirator vacuum and the residue partitioned between ethyl acetate and water. The layers were separated and the ethyl acetate layer was washed with brine, dried (Na2SO4) and concentrated to leave a yellow oil. Chromatographic purification of the material over sil... Reactants: CC(C#CC)O (3-pentyn-2-ol), BrC=1C(=NC(=NC1)Cl)NC1CCCC1 ((5-Bromo-2-chloro-pyrimidin-4-yl)cyclopentylamine), [Cl-].[Li+] (lithium chloride), C(C)(=O)[O-].[K+] (potassium acetate). Reagents/catalysts: C(C)(=O)[O-].[Pd+2].C(C)(=O)[O-] (Palladium(II) acetate). Solvent: CN(C)C=O (DMF). Conditions: temperature 120 celsius. The product is ClC=1N=CC2=C(N1)N(C(=C2C)C(C)O)C2CCCC2 (1-(2-Chloro-7-cyclopentyl-5-methyl-7H-pyrrolo[2,3-d]pyrimidin-6-yl)-ethanol). Isolated yield 14.8%. RXN SMILES: Br[C:2]1[C:3]([NH:9][CH:10]2[CH2:14][CH2:13][CH2:12][CH2:11]2)=[N:4][C:5]([Cl:8])=[N:6][CH:7]=1.[Cl-].[Li+].C([O-])(=O)C.[K+].[CH3:22][CH:23]([OH:27])[C:24]#[C:25][CH3:26]>CN(C=O)C.C([O-])(=O)C.[Pd+2].C([O-])(=O)C>[Cl:8][C:5]1[N:6]=[CH:7][C:2]2[C:25]([CH3:26])=[C:24]([CH:23]([OH:27])[CH3:22])[N:9]([CH:10]3[CH2:14][CH2:13][CH2:12][CH2:11]3)[C:3]=2[N:4]=1 |f:1.2,3.4,7.8.9|. Reported procedure: To a solution of (5-Bromo-2-chloro-pyrimidin-4-yl)cyclopentylamine (1 g, 3.616 mmol) is added lithium chloride (153.7 mg, 3.616 mmol) and potassium acetate (887.12 mg, 9.03 mmol) in DMF (50 mL). The solution is degassed and back-filled with N2. Palladium(II) acetate (40.6 mg, 0.18 mmol) is added and the solution is degassed and back-filled with nitrogen three times. 3-pentyn-2-ol (1.0 mL, 10.8 mmol) is added and the reaction solution is heated at 120° C. for 5 hours. LC-MS analysis indicated the...